From a dataset of the Open Reaction Database (ORD), a public repository of structured organic reaction records. describe an organic reaction: reactants, conditions, products, and yield Reactants: CC(C)(C)OC(=O)N1CCC2(CCNCC2)C1, CC(C)(C)[O-], Cc1ccccc1, FC(F)(F)c1cnc(Cl)nc1, [Na+], CC(=O)[O-], CC(=O)[O-], [Pd+2], c1ccc(P(c2ccccc2)c2ccc3ccccc3c2-c2c(P(c3ccccc3)c3ccccc3)ccc3ccccc23)cc1. Yields the product CC(C)(C)OC(=O)N1CCC2(CCN(c3ncc(C(F)(F)F)cn3)CC2)C1. As a reaction SMILES: [CH2:7]1[N:8]([C:17](=[O:18])[O:19][C:20]([CH3:21])([CH3:22])[CH3:23])[CH2:9][CH2:10][C:11]12[CH2:12][CH2:13][NH:14][CH2:15][CH2:16]2.[CH3:1][C:2]([CH3:3])([O-:4])[CH3:5].[CH3:81][c:82]1[cH:83][cH:84][cH:85][cH:86][cH:87]1.[Cl:24][c:25]1[n:26][cH:27][c:28]([C:31]([F:32])([F:33])[F:34])[cH:29][n:30]1.[Na+:6].[O-:89][C:90]([CH3:91])=[O:92].[O-:93][C:94]([CH3:95])=[O:96].[Pd+2:88].[cH:35]1[cH:36][cH:37][c:38]([P:39]([c:40]2[cH:41][cH:42][c:43]3[c:44]([cH:45][cH:46][cH:47][cH:48]3)[c:49]2-[c:50]2[c:51]3[c:52]([cH:53][cH:54][cH:55][cH:56]3)[cH:57][cH:58][c:59]2[P:60]([c:61]2[cH:62][cH:63][cH:64][cH:65][cH:66]2)[c:67]2[cH:68][cH:69][cH:70][cH:71][cH:72]2)[c:73]2[cH:74][cH:75][cH:76][cH:77][cH:78]2)[cH:79][cH:80]1>>[CH2:7]1[N:8]([C:17](=[O:18])[O:19][C:20]([CH3:21])([CH3:22])[CH3:23])[CH2:9][CH2:10][C:11]12[CH2:12][CH2:13][N:14]([c:25]1[n:26][cH:27][c:28]([C:31]([F:32])([F:33])[F:34])[cH:29][n:30]1)[CH2:15][CH2:16]2. Solvent: ClCCl (dichloromethane), ClCCl (dichloromethane). Reaction conditions: time 3 hour. Product: IC1=C2C=CN=CC2=CC=C1O (5-Iodoisoquinoline-6-ol). As a reaction SMILES: [OH:1][C:2]1[CH:3]=[C:4]2[C:9](=[CH:10][CH:11]=1)[CH:8]=[N:7][CH:6]=[CH:5]2.[B-](F)(F)(F)F.C1C=CN=CC=1.C1C=CN=CC=1.[IH2+:29].FC(F)(F)S(O)(=O)=O>ClCCl>[I:29][C:3]1[C:2]([OH:1])=[CH:11][CH:10]=[C:9]2[C:4]=1[CH:5]=[CH:6][N:7]=[CH:8]2 |f:1.2.3.4|. Reported procedure: Under argon atmosphere 1.77 g (12.2 mmol) of compound 7 were added to a solution of 5.0 g (13.5 mmol) bis(pyridin)iodonium tetrafluoroborate in 100 mL of dry dichloromethane. A solution of 2.4 mL (4 g, 26.8 mmol) trifluoromethane sulfonic acid in 20 mL dry dichloromethane was added dropwise at 0° C. and the mixture was stirred for 3 hours at room temperature. The solvents were removed by distillation and the remainder was treated with aqueous NaHCO3 solution. The precipitate was filtered, washed... Starting materials: OC=1C=C2C=CN=CC2=CC1 (6-Hydroxy-isoquinoline), [B-](F)(F)(F)F.C1=CC=NC=C1.C1=CC=NC=C1.[IH2+] (bis(pyridin)iodonium tetrafluoroborate), FC(S(=O)(=O)O)(F)F (trifluoromethane sulfonic acid). Yield: 96.8%. Starting materials: CuSO4.5H2O, C(C1=CC=CC=C1)Br (benzyl bromide), OCC=CC(C(=O)O)N (5-hydroxy-2-amino-3-pentenoic acid), [OH-].[Na+] (sodium hydroxide), S (hydrogen sulfide), [OH-].[Na+] (sodium hydroxide). Solvent: O (water), O (water). Yields the product C(C1=CC=CC=C1)OC(C(C=CCO)N)=O (O-benzyl-5-hydroxy-2-amino-3-pentenoic acid). As a reaction SMILES: [OH:1][CH2:2][CH:3]=[CH:4][CH:5]([NH2:9])[C:6]([OH:8])=[O:7].[OH-].[Na+].[CH2:12](Br)[C:13]1[CH:18]=[CH:17][CH:16]=[CH:15][CH:14]=1.S>O>[CH2:12]([O:7][C:6](=[O:8])[CH:5]([NH2:9])[CH:4]=[CH:3][CH2:2][OH:1])[C:13]1[CH:18]=[CH:17][CH:16]=[CH:15][CH:14]=1 |f:1.2|. Procedure details: Dissolve 5-hydroxy-2-amino-3-pentenoic acid (13.1 g, 0.1 mol) in 1N sodium hydroxide (200 mL, 0.2 mol). Add a solution of CuSO4.5H2O (12.5 g, 0.05 mol) in water (50 mL). Stir the mixture until solution is complete. Treat with benzyl bromide (17.1 g, 0.1 mol) and stir at room temperature until reaction is complete. Suction filter, wash the residue with 1:3.5 methanol-water and dry at 60° C. to give the copper complex. Suspend the copper complex in water, treat with excess hydrogen sulfide, heat t... The reactants are C1(=CC=CC=C1)C (toluene), IC1=CC=C(C=C1)C(F)(F)F (4-iodobenzotrifluoride), CC(C)([O-])C.[Na+] (sodium tert-butoxide), ClC1=C(C=CC=C1)S(=O)(=O)N1CCC2(CCNC2=O)CC1 (8-(2-chloro-benzenesulfonyl)-2,8-diaza-spiro[4.5]decan-1-one). Reagents/catalysts: C(C)(=O)[O-].[Pd+2].C(C)(=O)[O-] (palladium(II) acetate), C1(=CC=CC=C1)P([C-]1C=CC=C1)C1=CC=CC=C1.[C-]1(C=CC=C1)P(C1=CC=CC=C1)C1=CC=CC=C1.[Fe+2] (1,1′-bis(diphenylphosphino)-ferrocene), [Pd] (palladium). The solvent is CCOC(=O)C (AcOEt). Run at temperature 120 celsius. The product is ClC1=C(C=CC=C1)S(=O)(=O)N1CCC2(CCN(C2=O)C2=CC=C(C=C2)C(F)(F)F)CC1 (8-(2-Chloro-benzenesulfonyl)-2-(4-trifluoromethyl-phenyl)-2,8-diaza-spiro[4.5]decan-1-one). Yield: 23.7%. RXN SMILES: [Cl:1][C:2]1[CH:7]=[CH:6][CH:5]=[CH:4][C:3]=1[S:8]([N:11]1[CH2:21][CH2:20][C:14]2([C:18](=[O:19])[NH:17][CH2:16][CH2:15]2)[CH2:13][CH2:12]1)(=[O:10])=[O:9].I[C:23]1[CH:28]=[CH:27][C:26]([C:29]([F:32])([F:31])[F:30])=[CH:25][CH:24]=1.CC(C)([O-])C.[Na+].C1(C)C=CC=CC=1>CCOC(C)=O.[Pd].C([O-])(=O)C.[Pd+2].C([O-])(=O)C.C1(P(C2C=CC=CC=2)[C-]2C=CC=C2)C=CC=CC=1.[C-]1(P(C2C=CC=CC=2)C2C=CC=CC=2)C=CC=C1.[Fe+2]>[Cl:1][C:2]1[CH:7]=[CH:6][CH:5]=[CH:4][C:3]=1[S:8]([N:11]1[CH2:21][CH2:20][C:14]2([C:18](=[O:19])[N:17]([C:23]3[CH:28]=[CH:27][C:26]([C:29]([F:32])([F:31])[F:30])=[CH:25][CH:24]=3)[CH2:16][CH2:15]2)[CH2:13][CH2:12]1)(=[O:9])=[O:10] |f:2.3,7.8.9,10.11.12|. Procedure: As an alternative, this material was prepared through a palladium-catalyzed coupling in analogy to a procedure described in literature: W. E Shakespeare, Tetrahedron Lett. 1999, 40 p 2035): A mixture of 8-(2-chloro-benzenesulfonyl)-2,8-diaza-spiro[4.5]decan-1-one (0.085 g), palladium(II) acetate (0.012 g), 1,1′-bis(diphenylphosphino)-ferrocene (0.021 g) was treated under an argon atmosphere at RT with 4-iodobenzotrifluoride (0.211 g in toluene, 5 ml) and sodium tert-butoxide (0.142 g). More tolu... Reactants: OCCN(CCCN(CCCCCCCCCCCCCCCCCC)CCC)CCO (N,N-bis(2-hydroxyethyl)-N'-(n-propyl)-N'-octadecyl-1,3-propanediamine), C(CC)Br (n-propylbromide), C1([N+](=O)[O-])=CC([N+](=O)[O-])=CC([N+](=O)[O-])=C1[O-] (picrate). Product: OCCN(CCCN(CCCCCCCCCCCCCCCCCC)CCCC)CCO (N,N-Bis(2-Hydroxyethyl)-N'-(n-Butyl)-N'-Octadecyl-1,3-Propanediamine). Reaction SMILES: [OH:1][CH2:2][CH2:3][N:4]([CH2:30][CH2:31][OH:32])[CH2:5][CH2:6][CH2:7][N:8]([CH2:27][CH2:28][CH3:29])[CH2:9][CH2:10][CH2:11][CH2:12][CH2:13][CH2:14][CH2:15][CH2:16][CH2:17][CH2:18][CH2:19][CH2:20][CH2:21][CH2:22][CH2:23][CH2:24][CH2:25][CH3:26].[CH2:33](Br)CC.C1(C([O-])=C([N+]([O-])=O)C=C([N+]([O-])=O)C=1)[N+]([O-])=O>>[OH:1][CH2:2][CH2:3][N:4]([CH2:30][CH2:31][OH:32])[CH2:5][CH2:6][CH2:7][N:8]([CH2:27][CH2:28][CH2:29][CH3:33])[CH2:9][CH2:10][CH2:11][CH2:12][CH2:13][CH2:14][CH2:15][CH2:16][CH2:17][CH2:18][CH2:19][CH2:20][CH2:21][CH2:22][CH2:23][CH2:24][CH2:25][CH3:26]. Reported procedure: In like manner, N,N-bis(2-hydroxyethyl)-N'-(n-propyl)-N'-octadecyl-1,3-propanediamine is prepared from n-propylbromide. Its picrate salt melts at 105°-106° C.